This data is from the Open Reaction Database (ORD), a public repository of structured organic reaction records. The task is: describe an organic reaction: reactants, conditions, products, and yield Reactants: Cl[Pt-2](Cl)(Cl)Cl.[K+].[K+] (potassium tetrachloroplatinate(II)), [OH-].[K+] (potassium hydroxide), C1(=CC=CC=C1)NC(NN)=[Se] (4-phenylselenosemicarbazide). The solvent is aqueous solution. Conditions: time 10 hour. Yields the product Cl[Pt]Cl.C1(=CC=CC=C1)NC(NN)=[Se] (4-phenylselenosemicarbazide dichloroplatinum). Yield: 61.0%. Reaction SMILES: [C:1]1([NH:7][C:8](=[Se:11])[NH:9][NH2:10])[CH:6]=[CH:5][CH:4]=[CH:3][CH:2]=1.[Cl:12][Pt-2:13](Cl)(Cl)[Cl:14].[K+].[K+].[OH-].[K+]>>[Cl:12][Pt:13][Cl:14].[C:1]1([NH:7][C:8](=[Se:11])[NH:9][NH2:10])[CH:2]=[CH:3][CH:4]=[CH:5][CH:6]=1 |f:1.2.3,4.5,6.7|. Procedure: 1.1 g of 4-phenylselenosemicarbazide was added to 30 ml of an aqueous solution containing 1.7 g of potassium tetrachloroplatinate(II) and 560 mg of potassium hydroxide and stirred at room temperature for 10 hours. The resulting precipitate was separated by filtration and dried to obtain 1.2 g of 4-phenylselenosemicarbazide dichloroplatinum. Starting materials: N[C@H](CO)C ((S)-(−)-2-amino-1-propanol), C(=O)(O)C1=C(C=C(OCC2=NC=C(C=C2)C2CCN(CC2)C(=O)OC(C)(C)C)C=C1)F (tert-butyl 4-[2-(4-carboxy-3-fluorophenoxymethyl)pyridin-5-yl]piperidine-1-carboxylate), O.ON1N=NC2=C1C=CC=C2 (1-hydroxybenzotriazole monohydrate), Cl.CN(CCCN=C=NCC)C (1-(3-dimethylaminopropyl)-3-ethylcarbodiimide hydrochloride), C(O)([O-])=O.[Na+] (sodium hydrogen carbonate). Solvent: O1CCCC1 (tetrahydrofuran), O1CCCC1 (tetrahydrofuran). Run at time 8 hour. Yields the product FC=1C=C(OCC2=NC=C(C=C2)C2CCN(CC2)C(=O)OC(C)(C)C)C=CC1C(N[C@@H](CO)C)=O (tert-Butyl 4-[2-[3-fluoro-4-((R)-2-hydroxy-1-methylethyl-carbamoyl)phenoxymethyl]pyridin-5-yl]piperidine-1-carboxylate). Yield: 87.9%. Reaction SMILES: [C:1]([C:4]1[CH:30]=[CH:29][C:7]([O:8][CH2:9][C:10]2[CH:15]=[CH:14][C:13]([CH:16]3[CH2:21][CH2:20][N:19]([C:22]([O:24][C:25]([CH3:28])([CH3:27])[CH3:26])=[O:23])[CH2:18][CH2:17]3)=[CH:12][N:11]=2)=[CH:6][C:5]=1[F:31])(O)=[O:2].O.ON1C2C=CC=CC=2N=N1.Cl.CN(C)CCCN=C=NCC.[NH2:55][C@@H:56]([CH3:59])[CH2:57][OH:58].C(=O)([O-])O.[Na+]>O1CCCC1>[F:31][C:5]1[CH:6]=[C:7]([CH:29]=[CH:30][C:4]=1[C:1](=[O:2])[NH:55][C@H:56]([CH3:59])[CH2:57][OH:58])[O:8][CH2:9][C:10]1[CH:15]=[CH:14][C:13]([CH:16]2[CH2:21][CH2:20][N:19]([C:22]([O:24][C:25]([CH3:26])([CH3:27])[CH3:28])=[O:23])[CH2:18][CH2:17]2)=[CH:12][N:11]=1 |f:1.2,3.4,6.7|. Procedure details: A solution of tert-butyl 4-[2-(4-carboxy-3-fluorophenoxymethyl)pyridin-5-yl]piperidine-1-carboxylate (Example 10) (21 mg, 0.049 mmol), 1-hydroxybenzotriazole monohydrate (9.3 mg, 0.061 mmol) and 1-(3-dimethylaminopropyl)-3-ethylcarbodiimide hydrochloride (12 mg, 0.061 mmol) in dry tetrahydrofuran (0.5 mL) was stirred at room temperature for 1 hour followed by the addition of a solution of (S)-(−)-2-amino-1-propanol (7.6 μL, 0.098 mmol) in dry tetrahydrofuran (0.05 mL). The mixture was stirred at... Starting materials: C[Si](C)(C)[N-][Si](C)(C)C, Cl, N#CC(CCC(F)(F)C(F)(F)F)SCCC(F)(F)F, CI, [Na+], C1CCOC1. Yields the product CC(C#N)(CCC(F)(F)C(F)(F)F)SCCC(F)(F)F. As a reaction SMILES: [CH3:22][Si:23]([N-:24][Si:25]([CH3:26])([CH3:27])[CH3:28])([CH3:29])[CH3:30].[ClH:32].[F:1][C:2]([CH2:3][CH2:4][CH:5]([C:6]#[N:7])[S:8][CH2:9][CH2:10][C:11]([F:12])([F:13])[F:14])([C:15]([F:16])([F:17])[F:18])[F:19].[I:20][CH3:21].[Na+:31].[O:33]1[CH2:34][CH2:35][CH2:36][CH2:37]1>>[F:1][C:2]([CH2:3][CH2:4][C:5]([C:6]#[N:7])([S:8][CH2:9][CH2:10][C:11]([F:12])([F:13])[F:14])[CH3:22])([C:15]([F:16])([F:17])[F:18])[F:19]. Starting materials: OCCCC1=CC=C(C=C1)O (4-(3-hydroxypropyl)phenol), II (iodine). Reagents/catalysts: S(=O)(=O)([O-])[O-].[Ag+2] (silver sulfate). Solvent: CO (MeOH). Conditions: time 30 minute. Product: OCCCC1=CC(=C(C=C1)O)I (4-(3-hydroxypropyl)-2-iodophenol). Reaction SMILES: [OH:1][CH2:2][CH2:3][CH2:4][C:5]1[CH:10]=[CH:9][C:8]([OH:11])=[CH:7][CH:6]=1.[I:12]I>CO.S([O-])([O-])(=O)=O.[Ag+2]>[OH:1][CH2:2][CH2:3][CH2:4][C:5]1[CH:6]=[CH:7][C:8]([OH:11])=[C:9]([I:12])[CH:10]=1 |f:3.4|. Procedure: To a solution of 4-(3-hydroxypropyl)phenol (2.00 g, 13.14 mmol) in MeOH (10 ml) under nitrogen at RT was added silver sulfate (4.10 g, 13.14 mmol) followed by iodine (3.34 g, 13.14 mmol). The resulting mixture was stirred at room temperature for 30 minutes, then, the solids were filtered washing with MeOH. The filtrate was concentrated and purified by flash column chromatography on silica gel, eluting with EtOAc in hexanes to afford the title compound. 1H NMR (500 MHz, CD3OD): δ 7.51 (d, J=2.1 H... Reactants: ClC1=C(C(=O)OC(C)(C)C)C(=CC(=N1)Cl)C (tert-butyl 2,6-dichloro-4-methylnicotinate), C(C1=CC=CC=C1)(C1=CC=CC=C1)=N (Benzophenone imine), CC(=O)[O-].[Na+] (NaOAc), Cl (hydrochloride), [OH-].[Na+] (NaOH), CC1(C2=C(C(=CC=C2)P(C3=CC=CC=C3)C4=CC=CC=C4)OC5=C(C=CC=C51)P(C6=CC=CC=C6)C7=CC=CC=C7)C (xantphos), C(=O)([O-])[O-].[Cs+].[Cs+] (Cs2CO3). The reagents and catalysts are C=1C=CC(=CC1)/C=C/C(=O)/C=C/C2=CC=CC=C2.C=1C=CC(=CC1)/C=C/C(=O)/C=C/C2=CC=CC=C2.C=1C=CC(=CC1)/C=C/C(=O)/C=C/C2=CC=CC=C2.[Pd].[Pd] (Pd2(dba)3). The solvent is O1CCOCC1 (dioxane), CCOC(=O)C (EtOAc). Reaction conditions: temperature 90 celsius, time 30 minute. The product is NC1=NC(=C(C(=O)OC(C)(C)C)C(=C1)C)Cl (tert-butyl 6-amino-2-chloro-4-methylnicotinate). Isolated yield 77.1%. As a reaction SMILES: [Cl:1][C:2]1[N:14]=[C:13](Cl)[CH:12]=[C:11]([CH3:16])[C:3]=1[C:4]([O:6][C:7]([CH3:10])([CH3:9])[CH3:8])=[O:5].CC1(C)C2C(=C(P(C3C=CC=CC=3)C3C=CC=CC=3)C=CC=2)OC2C(P(C3C=CC=CC=3)C3C=CC=CC=3)=CC=CC1=2.C([O-])([O-])=O.[Cs+].[Cs+].C(=[NH:78])(C1C=CC=CC=1)C1C=CC=CC=1.CC([O-])=O.[Na+].Cl.[OH-].[Na+]>O1CCOCC1.CCOC(C)=O.C1C=CC(/C=C/C(/C=C/C2C=CC=CC=2)=O)=CC=1.C1C=CC(/C=C/C(/C=C/C2C=CC=CC=2)=O)=CC=1.C1C=CC(/C=C/C(/C=C/C2C=CC=CC=2)=O)=CC=1.[Pd].[Pd]>[NH2:78][C:13]1[CH:12]=[C:11]([CH3:16])[C:3]([C:4]([O:6][C:7]([CH3:10])([CH3:9])[CH3:8])=[O:5])=[C:2]([Cl:1])[N:14]=1 |f:2.3.4,6.7,9.10,13.14.15.16.17|. Procedure: tert-butyl 2,6-dichloro-4-methylnicotinate (10.5 g, 40.1 mmol, 1 equiv), Pd2(dba)3 (1.84 g, 2.01 mmol, 0.05 equiv), xantphos (2.32 g, 4.01 mmol, 0.1 equiv), and Cs2CO3 slurried in dioxane (deoxygenated by bubbling nitrogen through it for 10 min) added. Benzophenone imine (8.0 mL, 48.1 mmol, 1.2 equiv) added and the mixture was heated at 90° C. for 1 h. Upon cooling to ambient temperature, the reaction was diluted with EtOAc and washed with water, dried (Na2SO4), and concentrated in vacuo. The cr... As a reaction SMILES: [Cl:1][C:2]1[C:3]([C:12]2[CH:25]=[CH:24][C:15]3[N:16]([CH:21]([CH3:23])[CH3:22])[C:17](=[O:20])[N:18]([CH3:19])[C:14]=3[CH:13]=2)=[N:4][CH:5]=[C:6]([C:8]([F:11])([F:10])[F:9])[CH:7]=1.ClC1[C:28](C2C=CC3N(C(C)C)C(=O)NC=3C=2)=[N:29]C=C(C(F)(F)F)C=1.BrCC#N>>[Cl:1][C:2]1[C:3]([C:12]2[CH:25]=[CH:24][C:15]3[N:16]([CH:21]([CH3:22])[CH3:23])[C:17](=[O:20])[N:18]([CH2:19][C:28]#[N:29])[C:14]=3[CH:13]=2)=[N:4][CH:5]=[C:6]([C:8]([F:9])([F:10])[F:11])[CH:7]=1. Procedure details: In a similar manner to the preparation of 5-(3-chloro-5-trifluoromethylpyridin-2-yl)-3-methyl-1-(1-methylethyl)benzimidazol-2-one described above, 2.5 g of 5-(3-chloro-5-trifluoromethylpyridin-2-yl)-1-(1-methylethyl)benzimidazol-2-one and 0.9 g of bromoacetonitrile gave, after chromatography on silica gel, 1.4 g of colorless crystals. Yield: 50%; m.p.: 158-159° C. Yields the product ClC=1C(=NC=C(C1)C(F)(F)F)C1=CC2=C(N(C(N2CC#N)=O)C(C)C)C=C1 (5-(3-Chloro-5-trifluoromethylpyridin-2-yl)-3-cyanomethyl-1-(1-methylethyl)benzimidazol-2-one). Isolated yield 50.0%. Starting materials: ClC=1C(=NC=C(C1)C(F)(F)F)C1=CC2=C(N(C(N2C)=O)C(C)C)C=C1 (5-(3-chloro-5-trifluoromethylpyridin-2-yl)-3-methyl-1-(1-methylethyl)benzimidazol-2-one), colorless crystals, ClC=1C(=NC=C(C1)C(F)(F)F)C1=CC2=C(N(C(N2)=O)C(C)C)C=C1 (5-(3-chloro-5-trifluoromethylpyridin-2-yl)-1-(1-methylethyl)benzimidazol-2-one), BrCC#N (bromoacetonitrile). Reactants: O1C(CCCC1)OC=1C=C(C=CC1)C12OCC(CC1)(CC2)CCC=O (3-(1-(3-(Tetrahydro-2H-pyran-2-yloxy)phenyl)-2-oxabicyclo[2.2.2]octan-4-yl)propanal), C1CCOC1 (THF), P(OC(C(=O)OC)(CC(F)(F)F)CC(F)(F)F)([O-])=O (bis (2,2,2-trifluoroethyl)(methoxycarbonylmethyl) phosphonate), C1COCCOCCOCCOCCOCCO1 (18-crown-6), C[Si](C)(C)[N-][Si](C)(C)C.[K+] (KHMDS), solution, C1CCOC1 (THF). The solvent is C1(=CC=CC=C1)C (toluene). Reaction conditions: temperature -78 celsius, time 15 minute. Yields the product O(C1=CC=CC=C1)C=1C=C(C=CC1)C12OCC(CC1)(CC2)CC\C=C/C(=O)OC ((Z)-Methyl 5-(1-(3-phenoxyphenyl)-2-oxabicyclo[2.2.2]octan-4-yl)pent-2-enoate). Isolated yield 93.0%. As a reaction SMILES: P(=O)([O-])O[C:3]([CH2:13][C:14](F)(F)F)(CC(F)(F)F)[C:4]([O:6][CH3:7])=[O:5].C1[O:37][CH2:36][CH2:35]OCCOCCOCCOCCOC1.[CH3:38][Si]([N-][Si](C)(C)C)(C)C.[K+].O1CCCCC1O[C:55]1[CH:56]=[C:57]([C:61]23[CH2:68][CH2:67][C:64](CCC=O)([CH2:65][CH2:66]2)[CH2:63][O:62]3)[CH:58]=[CH:59][CH:60]=1.[CH2:73]1[CH2:77]O[CH2:75][CH2:74]1>C1(C)C=CC=CC=1>[O:37]([C:55]1[CH:56]=[C:57]([C:61]23[CH2:66][CH2:65][C:64]([CH2:38][CH2:14]/[CH:13]=[CH:3]\[C:4]([O:6][CH3:7])=[O:5])([CH2:67][CH2:68]2)[CH2:63][O:62]3)[CH:58]=[CH:59][CH:60]=1)[C:36]1[CH:35]=[CH:77][CH:73]=[CH:74][CH:75]=1 |f:2.3|. Reported procedure: To a solution of bis (2,2,2-trifluoroethyl)(methoxycarbonylmethyl) phosphonate (0.113 mL, 0.535 mmol) and 18-crown-6 (471 mg, 1.78 mmol) in THF (10 mL) at −78° C. was added KHMDS (1.07 mL of a 0.5 M solution in toluene; 0.535 mmol) dropwise. The reaction mixture was stirred at −78° C. for 15 min, and then a solution of 2-(1-(3-phenoxyphenyl)-2-oxabicyclo[2.2.2]octan-4-yl)acetaldehyde (11B compound; 120 mg, 0.357 mmol) in THF (4 mL) was added slowly over 15 min. The reaction mixture was stirred a... Starting materials: C(C)(C)(C)[Si](O[C@H]1C[C@H](CC1)N)(C)C (cis-3-(tert-butyl-dimethyl-silanyloxy)-cyclopentylamine), nitropyridyl, 2004/0204427 A1, CN(C)C=O (DMF), ClC1=NC=C(C=C1)[N+](=O)[O-] (2-chloro-5-nitro-pyridine), TEA, C(=O)([O-])[O-].[K+].[K+] (K2CO3). Reagents/catalysts: [Pd] (Pd/C). Solvent: CO (MeOH). Conditions: temperature 75 celsius, time 60 hour. The product is C(C)(C)(C)[Si](O[C@H]1C[C@H](CC1)NC1=NC=C(C=C1)N)(C)C (N2-[cis-3-(tert-butyl-dimethyl-silanyloxy)-cyclopentyl]-pyridine-2,5-diamine). Reaction SMILES: [C:1]([Si:5]([CH3:14])([CH3:13])[O:6][C@@H:7]1[CH2:11][CH2:10][C@H:9]([NH2:12])[CH2:8]1)([CH3:4])([CH3:3])[CH3:2].CN(C=O)C.Cl[C:21]1[CH:26]=[CH:25][C:24]([N+:27]([O-])=O)=[CH:23][N:22]=1.C([O-])([O-])=O.[K+].[K+]>[Pd].CO>[C:1]([Si:5]([CH3:14])([CH3:13])[O:6][C@@H:7]1[CH2:11][CH2:10][C@H:9]([NH:12][C:21]2[CH:26]=[CH:25][C:24]([NH2:27])=[CH:23][N:22]=2)[CH2:8]1)([CH3:4])([CH3:3])[CH3:2] |f:3.4.5|. Procedure: To a 20 mL vial containing cis-3-(tert-butyl-dimethyl-silanyloxy)-cyclopentylamine, prepared according to literature reference (see Chen, et al US 2004/0204427 A1), (580 mg, 2.69 mmol) was added DMF (10 mL), 2-chloro-5-nitro-pyridine (428 mg, 2.69 mmol), and TEA (1.5 mL). The vessel was purged with Ar, sealed, heated to 75° C. for 4.5 hr, cooled to room temperature and allowed to stir over the weekend (60 hr). The reaction mixture was heated again at 75° C. for an additional 6 hr and then allowe... The reactants are Cc1cc(C#N)cc([N+](=O)[O-])c1C#CCC(O)(CC1(C)CCOc2ccc(S(C)(=O)=O)cc21)C(F)(F)F, CCO, CC(=O)O, CCOC(C)=O, [Fe]. Yields the product Cc1cc(C#N)cc(N)c1C#CCC(O)(CC1(C)CCOc2ccc(S(C)(=O)=O)cc21)C(F)(F)F. Reaction SMILES: [CH3:1][c:2]1[cH:3][c:4]([C:5]#[N:6])[cH:7][c:8]([N+:35]([O-:36])=[O:37])[c:9]1[C:10]#[C:11][CH2:12][C:13]([C:14]([F:15])([F:16])[F:17])([CH2:18][C:19]1([CH3:33])[CH2:20][CH2:21][O:22][c:23]2[cH:24][cH:25][c:26]([S:29](=[O:30])(=[O:31])[CH3:32])[cH:27][c:28]21)[OH:34].[CH3:38][CH2:39][OH:40].[CH3:41][C:42](=[O:43])[OH:44].[CH3:45][CH2:46][O:47][C:48](=[O:49])[CH3:50].[Fe:51]>>[CH3:1][c:2]1[cH:3][c:4]([C:5]#[N:6])[cH:7][c:8]([NH2:35])[c:9]1[C:10]#[C:11][CH2:12][C:13]([C:14]([F:15])([F:16])[F:17])([CH2:18][C:19]1([CH3:33])[CH2:20][CH2:21][O:22][c:23]2[cH:24][cH:25][c:26]([S:29](=[O:30])(=[O:31])[CH3:32])[cH:27][c:28]21)[OH:34].